Dataset: the Open Reaction Database (ORD), a public repository of structured organic reaction records. Task: describe an organic reaction: reactants, conditions, products, and yield Reactants: ClC=1C=C(C(=C(C(=O)OC)C1)O)C1OCCO1 (methyl 5-chloro-3-(1,3-dioxolan-2-yl)-2-hydroxybenzoate). Reagents/catalysts: [C].[Pd] (palladium-carbon). Solvent: CO (methanol), O1CCCC1 (tetrahydrofuran), C(C)N(CC)CC (triethylamine). The product is C(=O)C=1C(=C(C(=O)OC)C=CC1)O (methyl 3-formyl-2-hydroxybenzoate). Yield: 85.3%. As a reaction SMILES: Cl[C:2]1[CH:3]=[C:4]([CH:13]2[O:17]C[CH2:15][O:14]2)[C:5]([OH:12])=[C:6]([CH:11]=1)[C:7](OC)=[O:8]>CO.O1CCCC1.C(N(CC)CC)C.[C].[Pd]>[CH:7]([C:6]1[C:5]([OH:12])=[C:4]([CH:3]=[CH:2][CH:11]=1)[C:13]([O:14][CH3:15])=[O:17])=[O:8] |f:4.5|. Procedure: 86 g of methyl 5-chloro-3-(1,3-dioxolan-2-yl)-2-hydroxybenzoate are dissolved in a mixture of 700 ml of methanol and 50 ml of tetrahydrofuran, and 70 ml of triethylamine and 7 g of 10% palladium-carbon are added to the solution. The mixture is subjected to catalytic hydrogenation under atmospheric pressure. The reaction mixture is filtered and the filtrate is evaporated to remove solvent. 10% hydrochloric acid is added to the residue and the mixture is concentrated. Water is added to the residue...